From a dataset of the Open Reaction Database (ORD), a public repository of structured organic reaction records. describe an organic reaction: reactants, conditions, products, and yield Reactants: OCc1ccccc1Br, O=C([O-])O, COCCO, O=Cc1ccc(B(O)O)cc1, [Na+], O. Product: O=Cc1ccc(-c2ccccc2CO)cc1. RXN SMILES: [Br:1][c:2]1[c:3]([CH2:4][OH:5])[cH:6][cH:7][cH:8][cH:9]1.[C:21](=[O:22])([OH:23])[O-:24].[CH3:27][O:28][CH2:29][CH2:30][OH:31].[CH:10](=[O:11])[c:12]1[cH:13][cH:14][c:15]([B:18]([OH:19])[OH:20])[cH:16][cH:17]1.[Na+:25].[OH2:26]>>[c:2]1(-[c:15]2[cH:14][cH:13][c:12]([CH:10]=[O:11])[cH:17][cH:16]2)[c:3]([CH2:4][OH:5])[cH:6][cH:7][cH:8][cH:9]1. Starting materials: FC1=C(C(=O)Cl)C=CC(=C1)F (2,4-difluorobenzoyl chloride), C(C)(C)N (isopropylamine). Yields the product C(C)(C)NC(C1=C(C=C(C=C1)F)F)=O (N-Isopropyl-2,4-difluorobenzamide). Isolated yield 95.5%. As a reaction SMILES: [F:1][C:2]1[CH:10]=[C:9]([F:11])[CH:8]=[CH:7][C:3]=1[C:4](Cl)=[O:5].[CH:12]([NH2:15])([CH3:14])[CH3:13]>>[CH:12]([NH:15][C:4](=[O:5])[C:3]1[CH:7]=[CH:8][C:9]([F:11])=[CH:10][C:2]=1[F:1])([CH3:14])[CH3:13]. Procedure details: The title compound (0.3804 g; 95%) was prepared by the same method as that described in Example 1, using 2,4-difluorobenzoyl chloride (0.3532 g, 2.00 mmol) and isopropylamine (0.26 ml, 3.05 mmol). Starting materials: C#Cc1ccc(CCC)cc1, CN(C)C=O, Cl, N#Cc1c(F)cc(I)cc1F, [I-], Cl[Pd]Cl, c1ccc(P(c2ccccc2)c2ccccc2)cc1, c1ccc(P(c2ccccc2)c2ccccc2)cc1. The product is CCCc1ccc(C#Cc2cc(F)c(C#N)c(F)c2)cc1. RXN SMILES: [CH2:13]([CH2:14][CH3:15])[c:16]1[cH:17][cH:18][c:19]([C:22]#[CH:23])[cH:20][cH:21]1.[CH3:25][N:26]([CH3:27])[CH:28]=[O:29].[ClH:24].[F:1][c:2]1[c:3]([C:10]#[N:11])[c:4]([F:9])[cH:5][c:6]([I:8])[cH:7]1.[I-:12].[Pd:30]([Cl:31])[Cl:32].[c:33]1([P:34]([c:35]2[cH:36][cH:37][cH:38][cH:39][cH:40]2)[c:41]2[cH:42][cH:43][cH:44][cH:45][cH:46]2)[cH:47][cH:48][cH:49][cH:50][cH:51]1.[c:52]1([P:53]([c:54]2[cH:55][cH:56][cH:57][cH:58][cH:59]2)[c:60]2[cH:61][cH:62][cH:63][cH:64][cH:65]2)[cH:66][cH:67][cH:68][cH:69][cH:70]1>>[F:1][c:2]1[c:3]([C:10]#[N:11])[c:4]([F:9])[cH:5][c:6]([C:23]#[C:22][c:19]2[cH:18][cH:17][c:16]([CH2:13][CH2:14][CH3:15])[cH:21][cH:20]2)[cH:7]1. Reactants: BrC=1C=C(C=NC1)O (5-bromopyridin-3-ol), C([O-])([O-])=O.[K+].[K+] (potassium carbonate), O (Water), C([O-])([O-])=O.[K+].[K+] (potassium carbonate), ClC(C(=O)O)(F)F (2-chloro-2,2-difluoroacetic acid), ClC(C(=O)O)(F)F (2-chloro-2,2-difluoroacetic acid). The solvent is CN(C)C=O (DMF), C(C)(=O)OCC (ethyl acetate). Reaction conditions: temperature 100 celsius, time 8 hour. The product is BrC=1C=NC=C(C1)OC(F)F (3-Bromo-5-(difluoromethoxy)pyridine). Isolated yield 17.2%. RXN SMILES: [Br:1][C:2]1[CH:3]=[C:4]([OH:8])[CH:5]=[N:6][CH:7]=1.C(=O)([O-])[O-].[K+].[K+].Cl[C:16]([F:21])([F:20])C(O)=O.O>CN(C=O)C.C(OCC)(=O)C>[Br:1][C:2]1[CH:7]=[N:6][CH:5]=[C:4]([O:8][CH:16]([F:21])[F:20])[CH:3]=1 |f:1.2.3|. Reported procedure: A mixture of 5-bromopyridin-3-ol (3.7 g, 21 mmol) and potassium carbonate (8.8 g, 64 mmol) in DMF (50 ml) was treated with 2-chloro-2,2-difluoroacetic acid (2.16 ml, 25 mmol) and the reaction mixture was heated at 100° C. overnight. Further potassium carbonate (4.4 g, 32 mmol) and 2-chloro-2,2-difluoroacetic acid (1.08 ml, 12.5 mmol) were added and the reaction mixture stirred at 100° C. overnight. Water and ethyl acetate were added and the organic phase was washed with brine, dried over magnesi... Starting materials: O=C([O-])[O-], CCO, O=c1cc[nH]c(N=C(c2ccccc2)c2ccccc2)c1Cl, [Cs+], [Cs+], O=[N+]([O-])c1ccc(F)c(F)c1, CN(C)C=O, O. Product: O=[N+]([O-])c1ccc(Oc2ccnc(N=C(c3ccccc3)c3ccccc3)c2Cl)c(F)c1. RXN SMILES: [C:23](=[O:24])([O-:25])[O-:26].[CH3:46][CH2:47][OH:48].[Cl:1][c:2]1[c:3]([N:9]=[C:10]([c:11]2[cH:12][cH:13][cH:14][cH:15][cH:16]2)[c:17]2[cH:18][cH:19][cH:20][cH:21][cH:22]2)[nH:4][cH:5][cH:6][c:7]1=[O:8].[Cs+:27].[Cs+:28].[F:29][c:30]1[cH:31][c:32]([N+:37](=[O:38])[O-:39])[cH:33][cH:34][c:35]1[F:36].[O:41]=[CH:42][N:43]([CH3:44])[CH3:45].[OH2:40]>>[Cl:1][c:2]1[c:3]([N:9]=[C:10]([c:11]2[cH:12][cH:13][cH:14][cH:15][cH:16]2)[c:17]2[cH:18][cH:19][cH:20][cH:21][cH:22]2)[n:4][cH:5][cH:6][c:7]1[O:8][c:35]1[c:30]([F:29])[cH:31][c:32]([N+:37](=[O:38])[O-:39])[cH:33][cH:34]1. Product: NCC1Cc2ccccc2C1. Starting materials: O=C(NCC1Cc2ccccc2C1)OCc1ccccc1, CO, [H][H]. As a reaction SMILES: [CH2:1]([O:2][C:3](=[O:4])[NH:11][CH2:12][CH:13]1[CH2:14][c:15]2[cH:16][cH:17][cH:18][cH:19][c:20]2[CH2:21]1)[c:5]1[cH:6][cH:7][cH:8][cH:9][cH:10]1.[CH3:24][OH:25].[H:22][H:23]>>[NH2:11][CH2:12][CH:13]1[CH2:14][c:15]2[cH:16][cH:17][cH:18][cH:19][c:20]2[CH2:21]1.